From a dataset of the Open Reaction Database (ORD), a public repository of structured organic reaction records. describe an organic reaction: reactants, conditions, products, and yield The reactants are ClC=1C=CC=2N(N1)N=CN2 (6-chloro[1,2,4]triazolo[1,5-b]pyridazine), NCCCCCCO (6-amino-1-hexanol). The solvent is C(C)O (ethanol). Product: N=1C=NN2N=C(C=CC21)NCCCCCCO (6-[([1,2,4]triazolo[1,5-b]pyridazin-6-yl)amino]-1-hexanol). Yield: 117.8%. As a reaction SMILES: Cl[C:2]1[CH:3]=[CH:4][C:5]2[N:6]([N:8]=[CH:9][N:10]=2)[N:7]=1.[NH2:11][CH2:12][CH2:13][CH2:14][CH2:15][CH2:16][CH2:17][OH:18]>C(O)C>[N:10]1[CH:9]=[N:8][N:6]2[C:5]=1[CH:4]=[CH:3][C:2]([NH:11][CH2:12][CH2:13][CH2:14][CH2:15][CH2:16][CH2:17][OH:18])=[N:7]2. Reported procedure: 2.03 g of 6-chloro[1,2,4]triazolo[1,5-b]pyridazine was dissolved in 20 ml of ethanol; 3.85 g of 6-amino-1-hexanol was added, followed by heating and refluxing for 19 hours. After cooling, the crystal obtained was collected by filtration, washed with ethanol and dried to yield 3.64 g of the title compound. Yield: 48.1%. The product is FC1=C(C=CC(=C1)F)N1C(N(C(C2=C1N=C(C(=C2)F)N2CCCC2)=O)O)=O (1-(2,4-Difluorophenyl)-6-fluoro-3-hydroxy-7-pyrrolidin-1-yl-1H-pyrido[2,3-d]pyrimidine-2,4-dione). Reaction SMILES: C([O:8][N:9]1[C:14](=[O:15])[C:13]2[CH:16]=[C:17]([F:25])[C:18]([N:20]3[CH2:24][CH2:23][CH2:22][CH2:21]3)=[N:19][C:12]=2[N:11]([C:26]2[CH:31]=[CH:30][C:29]([F:32])=[CH:28][C:27]=2[F:33])[C:10]1=[O:34])C1C=CC=CC=1>C1COCC1.[Pd]>[F:33][C:27]1[CH:28]=[C:29]([F:32])[CH:30]=[CH:31][C:26]=1[N:11]1[C:12]2[N:19]=[C:18]([N:20]3[CH2:21][CH2:22][CH2:23][CH2:24]3)[C:17]([F:25])=[CH:16][C:13]=2[C:14](=[O:15])[N:9]([OH:8])[C:10]1=[O:34]. Solvent: C1CCOC1 (THF). Reactants: C(C1=CC=CC=C1)ON1C(N(C2=C(C1=O)C=C(C(=N2)N2CCCC2)F)C2=C(C=C(C=C2)F)F)=O (3-benzyloxy-1-(2,4-difluorophenyl)-6-fluoro-7-pyrrolidin-1-yl-1H-pyrido[2,3-d]pyrimidine-2,4-dione). Procedure details: Using the method of Example 56, 20% Pd/C (40 mg), 3-benzyloxy-1-(2,4-difluorophenyl)-6-fluoro-7-pyrrolidin-1-yl-1H-pyrido[2,3-d]pyrimidine-2,4-dione (Example Q4, 0.15 g, 0.33 mmol) were combined in 50 mL of THF, to give 0.06 g of the title compound as a solid, mp 189-191° C. Reagents/catalysts: [Pd] (Pd/C). The reactants are CCOC(=O)CC1CCN(C(=O)OCc2ccccc2)CC1, C=CCBr, C1CCOC1, C[Si](C)(C)[N-][Si](C)(C)C, [Li+]. Reaction SMILES: [CH2:1]([CH3:2])[O:3][C:4]([CH2:5][CH:6]1[CH2:7][CH2:8][N:9]([C:12](=[O:13])[O:14][CH2:15][c:16]2[cH:17][cH:18][cH:19][cH:20][cH:21]2)[CH2:10][CH2:11]1)=[O:22].[CH2:33]([CH:34]=[CH2:35])[Br:36].[CH2:37]1[O:38][CH2:39][CH2:40][CH2:41]1.[CH3:23][Si:24]([CH3:25])([CH3:26])[N-:27][Si:28]([CH3:29])([CH3:30])[CH3:31].[Li+:32]>>[CH2:1]([CH3:2])[O:3][C:4]([CH:5]([CH:6]1[CH2:7][CH2:8][N:9]([C:12](=[O:13])[O:14][CH2:15][c:16]2[cH:17][cH:18][cH:19][cH:20][cH:21]2)[CH2:10][CH2:11]1)[CH2:35][CH:34]=[CH2:33])=[O:22]. Product: C=CCC(C(=O)OCC)C1CCN(C(=O)OCc2ccccc2)CC1. The reactants are S1C(=CC=C1)C1=CC(=NO1)C=O (5-thiophen-2-yl-isoxazole-3-carbaldehyde), COC1=CC=C2N=CC(=NC2=C1)SCCN1CCC(CC1)N (1-[2-(7-methoxy-quinoxalin-2-ylsulfanyl)-ethyl]-piperidin-4-ylamine). Product: oil, COC1=CC=C2N=CC(=NC2=C1)SCCN1CCC(CC1)NCC1=NOC(=C1)C=1SC=CC1 ({1-[2-(7-methoxy-quinoxalin-2-ylsulfanyl)-ethyl]-piperidin-4-yl}-(5-thiophen-2-yl-isoxazol-3-ylmethyl)-amine). The yield is 52.0%. As a reaction SMILES: [S:1]1[CH:5]=[CH:4][CH:3]=[C:2]1[C:6]1[O:10][N:9]=[C:8]([CH:11]=O)[CH:7]=1.[CH3:13][O:14][C:15]1[CH:24]=[C:23]2[C:18]([N:19]=[CH:20][C:21]([S:25][CH2:26][CH2:27][N:28]3[CH2:33][CH2:32][CH:31]([NH2:34])[CH2:30][CH2:29]3)=[N:22]2)=[CH:17][CH:16]=1>>[CH3:13][O:14][C:15]1[CH:24]=[C:23]2[C:18]([N:19]=[CH:20][C:21]([S:25][CH2:26][CH2:27][N:28]3[CH2:29][CH2:30][CH:31]([NH:34][CH2:11][C:8]4[CH:7]=[C:6]([C:2]5[S:1][CH:5]=[CH:4][CH:3]=5)[O:10][N:9]=4)[CH2:32][CH2:33]3)=[N:22]2)=[CH:17][CH:16]=1. Procedure: The title compound is prepared as a yellow oil (57 mg, 52% yield) following Scheme 3 and in analogy to Example 40 using 5-thiophen-2-yl-isoxazole-3-carbaldehyde (43 mg, 0.22 mmol 1.0 eq) and 1-[2-(7-methoxy-quinoxalin-2-ylsulfanyl)-ethyl]-piperidin-4-ylamine (70 mg, 0.22 mmol, 1.0 eq) as starting materials. Reactants: CC=1C=C(C=C(C1)B1OC(C(O1)(C)C)(C)C)NC1=NC=CC(=N1)C(F)(F)F (N-[3-Methyl-5-(4,4,5,5-tetramethyl-1,3,2-dioxaborolan-2-yl)phenyl]-4-(trifluoromethyl)-pyrimidin-2-amine), CC=1C=C(C=C(C1)B1OC(C(O1)(C)C)(C)C)NC1=NC=CC(=N1)C(F)(F)F (N-[3-Methyl-5-(4,4,5,5-tetramethyl-1,3,2-dioxaborolan-2-yl)phenyl]-4-(trifluoromethyl)-pyrimidin-2-amine), BrC1=CN=C(S1)N1CC(NCCC1)=O (4-(5-bromo-1,3-thiazol-2-yl)-1,4-diazepan-2-one), C(=O)([O-])[O-].[Na+].[Na+] (Na2CO3). The solvent is CN(C)C=O (DMF). Reaction conditions: temperature 85 celsius, time 1.5 hour. The product is CC=1C=C(C=C(C1)NC1=NC=CC(=N1)C(F)(F)F)C1=CN=C(S1)N1CC(NCCC1)=O (4-[5-(3-methyl-5-{[4-(trifluoromethyl)pyrimidin-2-yl]amino}phenyl)-1,3-thiazol-2-yl]-1,4-diazepan-2-one). Yield: 37.4%. Reaction SMILES: [CH3:1][C:2]1[CH:3]=[C:4]([NH:17][C:18]2[N:23]=[C:22]([C:24]([F:27])([F:26])[F:25])[CH:21]=[CH:20][N:19]=2)[CH:5]=[C:6](B2OC(C)(C)C(C)(C)O2)[CH:7]=1.Br[C:29]1[S:33][C:32]([N:34]2[CH2:40][CH2:39][CH2:38][NH:37][C:36](=[O:41])[CH2:35]2)=[N:31][CH:30]=1.C([O-])([O-])=O.[Na+].[Na+]>CN(C=O)C>[CH3:1][C:2]1[CH:7]=[C:6]([C:29]2[S:33][C:32]([N:34]3[CH2:40][CH2:39][CH2:38][NH:37][C:36](=[O:41])[CH2:35]3)=[N:31][CH:30]=2)[CH:5]=[C:4]([NH:17][C:18]2[N:23]=[C:22]([C:24]([F:27])([F:25])[F:26])[CH:21]=[CH:20][N:19]=2)[CH:3]=1 |f:2.3.4|. Procedure: N-[3-Methyl-5-(4,4,5,5-tetramethyl-1,3,2-dioxaborolan-2-yl)phenyl]-4-(trifluoromethyl)-pyrimidin-2-amine (Intermediate IV, 35.4 g, 93 mmol) and 4-(5-bromo-1,3-thiazol-2-yl)-1,4-diazepan-2-one (21.5, 78 mmol) were combined in a 2 L RB flask follwed by DMF (473 mL) and aqueous Na2CO3 solution (1 M, 311 mL). The solution was sparged with N2 for 15 minutes and then [Pd(Ph3P)4](3.6 g, 3.11 mmol) was added. The mixture was heated at 85° C. for 12-15 hours. The reaction was cooled to 0° C. and saturate...